From a dataset of the Open Reaction Database (ORD), a public repository of structured organic reaction records. describe an organic reaction: reactants, conditions, products, and yield Starting materials: CO, [K+], CCOC(=O)N1CCc2nc(N3CCOCC3)cnc2C1, [OH-], O. Yields the product c1nc2c(nc1N1CCOCC1)CCNC2. RXN SMILES: [CH3:24][OH:25].[K+:23].[O:1]1[CH2:2][CH2:3][N:4]([c:7]2[n:8][c:9]3[c:10]([n:11][cH:12]2)[CH2:13][N:14]([C:17]([O:18][CH2:19][CH3:20])=[O:21])[CH2:15][CH2:16]3)[CH2:5][CH2:6]1.[OH-:22].[OH2:26]>>[O:1]1[CH2:2][CH2:3][N:4]([c:7]2[n:8][c:9]3[c:10]([n:11][cH:12]2)[CH2:13][NH:14][CH2:15][CH2:16]3)[CH2:5][CH2:6]1.